Dataset: the Open Reaction Database (ORD), a public repository of structured organic reaction records. Task: describe an organic reaction: reactants, conditions, products, and yield Starting materials: O (water), C(C)[C@@H]1CC(N1C1=CC=C(C=C1)C(F)(F)F)=O ((R)-4-ethyl-1-[4-(trifluoromethyl)phenyl]-2-azetidinone), C(N)(OCC1=CC=CC=C1)=O (benzyl carbamate), CC(C)([O-])C.[Li+].O1CCCC1 (lithium tert-butoxide tetrahydrofuran). Solvent: C(C)(=O)OCC (ethyl acetate), O1CCCC1 (tetrahydrofuran). Run at time 1.5 hour. The product is FC(C1=CC=C(C=C1)N[C@@H](CC(=O)NC(OCC1=CC=CC=C1)=O)CC)(F)F (benzyl (R)-{3-[4-(trifluoromethyl)phenylamino]-pentanoyl}carbamate). Yield: 86.0%. As a reaction SMILES: [CH2:1]([C@H:3]1[N:6]([C:7]2[CH:12]=[CH:11][C:10]([C:13]([F:16])([F:15])[F:14])=[CH:9][CH:8]=2)[C:5](=[O:17])[CH2:4]1)[CH3:2].[C:18](=[O:28])([O:20][CH2:21][C:22]1[CH:27]=[CH:26][CH:25]=[CH:24][CH:23]=1)[NH2:19].CC(C)([O-])C.[Li+].O1CCCC1.O>O1CCCC1.C(OCC)(=O)C>[F:16][C:13]([F:14])([F:15])[C:10]1[CH:9]=[CH:8][C:7]([NH:6][C@H:3]([CH2:1][CH3:2])[CH2:4][C:5]([NH:19][C:18](=[O:28])[O:20][CH2:21][C:22]2[CH:23]=[CH:24][CH:25]=[CH:26][CH:27]=2)=[O:17])=[CH:12][CH:11]=1 |f:2.3.4|. Procedure: 80.0 mg (0.33 mmol) of (R)-4-ethyl-1-[4-(trifluoromethyl)phenyl]-2-azetidinone produced in Example 6and 74.8 mg (0.50 mmol) of benzyl carbamate were dissolved in tetrahydrofuran (3 mL) and further mixed with a lithium tert-butoxide/tetrahydrofuran solution (1 mol/L, 0.50 mL, 0.50 mmol) at room temperature. After stirring at the same temperature for 1.5 hours, water (5.0 mL) was further added to the reaction solution and extraction with ethyl acetate (5 mL) was repeated three times. The residue o... Solvent: CN(C)C=O (DMF). Product: BrCCCCCOC=1C(C=C(OC1)COC1OCCCC1)=O (5-(5-Bromo-pentyloxy)-2-(tetrahydro-pyran-2-yloxymethyl)-4H-pyran-4-one). The reactants are OC=1C(C=C(OC1)COC1OCCCC1)=O (5-hydroxy-2-(tetrahydro-pyran-2-yloxymethyl)-4H-pyran-4-one), C(=O)([O-])[O-].[Cs+].[Cs+] (Cs2CO3), BrCCCCCBr (1,5-dibromopentane). Procedure details: The compound was prepared according to example 11 using 5-hydroxy-2-(tetrahydro-pyran-2-yloxymethyl)-4H-pyran-4-one (3.5 g, 15.5 mmol) in 20 mL of DMF, Cs2CO3 (5.04 g, 15.5 mmol) and 1,5-dibromopentane (8.8 g, 36.7 mmol). The sealed tube was heated at 90-95° C. for 1 h 40. A white solid 1 was obtained (5.30 g, 91% yield). As a reaction SMILES: [OH:1][C:2]1[C:3](=[O:16])[CH:4]=[C:5]([CH2:8][O:9][CH:10]2[CH2:15][CH2:14][CH2:13][CH2:12][O:11]2)[O:6][CH:7]=1.C([O-])([O-])=O.[Cs+].[Cs+].[Br:23][CH2:24][CH2:25][CH2:26][CH2:27][CH2:28]Br>CN(C=O)C>[Br:23][CH2:24][CH2:25][CH2:26][CH2:27][CH2:28][O:1][C:2]1[C:3](=[O:16])[CH:4]=[C:5]([CH2:8][O:9][CH:10]2[CH2:15][CH2:14][CH2:13][CH2:12][O:11]2)[O:6][CH:7]=1 |f:1.2.3|. Conditions: temperature 92.5 celsius. The yield is 91.0%. The reactants are C(C)OC(CN)OCC (aminoacetoaldehyde diethyl acetal), N1C(CCCC1)=O (2-piperidone). The reagents and catalysts are [Ti](Cl)(Cl)(Cl)Cl (titanium tetrachloride). The solvent is C1(=CC(=CC(=C1)C)C)C (mesitylene), C1(=CC(=CC(=C1)C)C)C (mesitylene), C1(=CC(=CC(=C1)C)C)C (mesitylene). Reaction conditions: temperature 140 celsius, time 70 hour. Yields the product N=1C=CN2C1CCCC2 (5,6,7,8-tetrahydroimidazo[1,2-a]pyridine). Isolated yield 20.3%. RXN SMILES: [NH:1]1[CH2:6][CH2:5][CH2:4][CH2:3][C:2]1=O.C(O[CH:11](OCC)[CH2:12][NH2:13])C>C1(C)C=C(C)C=C(C)C=1.[Ti](Cl)(Cl)(Cl)Cl>[N:13]1[CH:12]=[CH:11][N:1]2[CH2:6][CH2:5][CH2:4][CH2:3][C:2]=12. Procedure details: 1.5 g of 2-piperidone was dissolved in 75 mL of mesitylene, 248 μL of titanium tetrachloride was added thereto, and heated at 140° C. A solution obtained by dissolving 4.02 g of aminoacetoaldehyde diethyl acetal to 45 mL of mesitylene was prepared, and was added dropwise to the previous mesitylene solution over 3 hours. The mixture was stirred at 140° C. for 70 hours, then cooled back to room temperature, and was extracted with a 2N aqueous solution of hydrochloric acid. The obtained aqueous lay... The reactants are O=C([O-])[O-], COc1ccc2ccc(=O)[nH]c2c1, [Cs+], [Cs+], CC(C)(C)OC(=O)N1CC(I)C1, CN(C)C=O, O. Product: COc1ccc2ccc(=O)n(C3CN(C(=O)OC(C)(C)C)C3)c2c1. Reaction SMILES: [C:26](=[O:27])([O-:28])[O-:29].[CH3:1][O:2][c:3]1[cH:4][cH:5][c:6]2[cH:7][cH:8][c:9](=[O:13])[nH:10][c:11]2[cH:12]1.[Cs+:30].[Cs+:31].[I:14][CH:15]1[CH2:16][N:17]([C:19](=[O:20])[O:21][C:22]([CH3:23])([CH3:24])[CH3:25])[CH2:18]1.[O:32]=[CH:33][N:34]([CH3:35])[CH3:36].[OH2:37]>>[CH3:1][O:2][c:3]1[cH:4][cH:5][c:6]2[cH:7][cH:8][c:9](=[O:13])[n:10]([CH:15]3[CH2:16][N:17]([C:19](=[O:20])[O:21][C:22]([CH3:23])([CH3:24])[CH3:25])[CH2:18]3)[c:11]2[cH:12]1. The reactants are [Al+3], COC(=O)C(c1ccc(Cl)cc1Cl)C(C)C, [H-], [H-], [H-], [H-], [Li+], [Na+], CCOCC, [OH-], O. The product is CC(C)C(CO)c1ccc(Cl)cc1Cl. RXN SMILES: [Al+3:7].[Cl:12][c:13]1[c:14]([CH:20]([C:21](=[O:22])[O:23][CH3:24])[CH:25]([CH3:26])[CH3:27])[cH:15][cH:16][c:17]([Cl:19])[cH:18]1.[H-:10].[H-:11].[H-:6].[H-:9].[Li+:8].[Na+:29].[O:1]([CH2:2][CH3:3])[CH2:4][CH3:5].[OH-:28].[OH2:30]>>[Cl:12][c:13]1[c:14]([CH:20]([CH2:21][OH:22])[CH:25]([CH3:26])[CH3:27])[cH:15][cH:16][c:17]([Cl:19])[cH:18]1. Reactants: CSc1ncc2cc(-c3cc(-c4nnc[nH]4)ccc3C)c(=O)n(C)c2n1, NC1CCOCC1. The product is Cc1ccc(-c2nnc[nH]2)cc1-c1cc2cnc(NC3CCOCC3)nc2n(C)c1=O. Reaction SMILES: [CH3:1][n:2]1[c:3](=[O:26])[c:4](-[c:14]2[c:15]([CH3:25])[cH:16][cH:17][c:18](-[c:20]3[n:21][n:22][cH:23][nH:24]3)[cH:19]2)[cH:5][c:6]2[c:7]1[n:8][c:9]([S:12][CH3:13])[n:10][cH:11]2.[NH2:27][CH:28]1[CH2:29][CH2:30][O:31][CH2:32][CH2:33]1>>[CH3:1][n:2]1[c:3](=[O:26])[c:4](-[c:14]2[c:15]([CH3:25])[cH:16][cH:17][c:18](-[c:20]3[n:21][n:22][cH:23][nH:24]3)[cH:19]2)[cH:5][c:6]2[c:7]1[n:8][c:9]([NH:27][CH:28]1[CH2:29][CH2:30][O:31][CH2:32][CH2:33]1)[n:10][cH:11]2.